From a dataset of the Open Reaction Database (ORD), a public repository of structured organic reaction records. describe an organic reaction: reactants, conditions, products, and yield The reactants are ClC1=C(C=C(/C=C/C(=O)O)C=C1)[N+](=O)[O-] (trans-4-chloro-3-nitrocinnamic acid), C(C)(=O)N1CCNCC1 (1-acetylpiperazine), CCN=C=NCCCN(C)C (EDAC). Solvent: CN(C)C=O (DMF). Run at time 2 hour. The product is ClC1=C(C=C(C=C1)\C=C\C(=O)N1CCN(CC1)C(C)=O)[N+](=O)[O-] (1-Chloro-2-nitro-4-(E-((4-acetylpiperazin-1-yl)carbonyl)ethenyl)benzene). Yield: 91.5%. Reaction SMILES: [Cl:1][C:2]1[CH:12]=[CH:11][C:5](/[CH:6]=[CH:7]/[C:8]([OH:10])=O)=[CH:4][C:3]=1[N+:13]([O-:15])=[O:14].[C:16]([N:19]1[CH2:24][CH2:23][NH:22][CH2:21][CH2:20]1)(=[O:18])[CH3:17].CCN=C=NCCCN(C)C>CN(C=O)C>[Cl:1][C:2]1[CH:12]=[CH:11][C:5](/[CH:6]=[CH:7]/[C:8]([N:22]2[CH2:23][CH2:24][N:19]([C:16](=[O:18])[CH3:17])[CH2:20][CH2:21]2)=[O:10])=[CH:4][C:3]=1[N+:13]([O-:15])=[O:14]. Procedure: To a stirred solution of trans-4-chloro-3-nitrocinnamic acid (1.50 g, 6.59 mmol) and 1-acetylpiperazine (0.89 g, 6.94 mmol) in 20 mL of DMF at room temperature was added EDAC (1.4 g, 7.30 mmol). The mixture was then stirred at room temperature for 2 hours. TLC indicated the complete consumption of the acid. Water was then added to quench the reaction and to precipitate out the product. Cinnamide was then collected through filtration and washed with cold water. The light yellow product was dried ... The reactants are C1(=CC=CC=C1)C=C1COC2=C(C1=O)C=CC(=C2)CC(=O)OC (3-phenylmethylene-7-methoxycarbonylmethyl-2H-1-benzopyran-4-one), [H-].[Al+3].[Li+].[H-].[H-].[H-] (lithium aluminum hydride), C(=O)([O-])C(O)C(O)C(=O)[O-].[K+].[Na+] (sodium-potassium tartrate). Run in C1CCOC1 (THF). Conditions: time 8 hour. Product: O[C@H]1[C@@H](COC2=C1C=CC(=C2)CCO)CC2=CC=CC=C2 (Trans-3,4-dihydro-4-hydroxy-3-(phenylmethyl)-7-(2-hydroxyethyl)-2H-benzopyran). Isolated yield 64.0%. As a reaction SMILES: [C:1]1([CH:7]=[C:8]2[C:13](=[O:14])[C:12]3[CH:15]=[CH:16][C:17]([CH2:19][C:20](OC)=[O:21])=[CH:18][C:11]=3[O:10][CH2:9]2)[CH:6]=[CH:5][CH:4]=[CH:3][CH:2]=1.[H-].[Al+3].[Li+].[H-].[H-].[H-].C(C(C(C([O-])=O)O)O)([O-])=O.[K+].[Na+]>C1COCC1>[OH:14][C@@H:13]1[C:12]2[CH:15]=[CH:16][C:17]([CH2:19][CH2:20][OH:21])=[CH:18][C:11]=2[O:10][CH2:9][C@H:8]1[CH2:7][C:1]1[CH:6]=[CH:5][CH:4]=[CH:3][CH:2]=1 |f:1.2.3.4.5.6,7.8.9|. Procedure details: To a stirred solution of 3-phenylmethylene-7-methoxycarbonylmethyl-2H-1-benzopyran-4-one (4.2 g, 14.3 mmole) in THF (70 ml) at 0° C. was added lithium aluminum hydride (2.16 g, 57.1 mmole) portionwise over 10 minutes. The mixture was slowly warmed to room temperature then heated at reflux for 5 hours. The mixture was cooled to 0° C. and 200 ml of saturated sodium-potassium tartrate solution was carefully added over 10 minutes. The mixture was stirred at room temperature overnight, the clear orga... Starting materials: COc1cc(OC2CCN(C)CC2)c2c(O)c(C#N)cnc2c1, CC#N, O=P(Cl)(Cl)Cl. Product: COc1cc(OC2CCN(C)CC2)c2c(Cl)c(C#N)cnc2c1. Reaction SMILES: [C:1](#[N:2])[c:3]1[cH:4][n:5][c:6]2[cH:7][c:8]([O:22][CH3:23])[cH:9][c:10]([O:14][CH:15]3[CH2:16][CH2:17][N:18]([CH3:21])[CH2:19][CH2:20]3)[c:11]2[c:12]1[OH:13].[CH3:29][C:30]#[N:31].[P:24]([Cl:25])([Cl:26])([Cl:27])=[O:28]>>[C:1](#[N:2])[c:3]1[cH:4][n:5][c:6]2[cH:7][c:8]([O:22][CH3:23])[cH:9][c:10]([O:14][CH:15]3[CH2:16][CH2:17][N:18]([CH3:21])[CH2:19][CH2:20]3)[c:11]2[c:12]1[Cl:26]. The reactants are Cl (hydrochloric acid), OC1=C(C(N(C(N1)=O)CC1=CC=CC=C1)=O)C(=O)NCC(=O)OCC (ethyl N-{[6-hydroxy-2,4-dioxo-3-(phenylmethyl)-1,2,3,4-tetrahydro-5-pyrimidinyl]carbonyl}glycinate), COC=1C=C(CBr)C=CC1 (3-methoxybenzyl bromide), C([O-])([O-])=O.[Na+].[Na+] (sodium carbonate). Solvent: CN(C=O)C (dimethylformamide). Run at temperature 100 celsius, time 2.5 hour. The product is OC1=C(C(N(C(N1CC1=CC(=CC=C1)OC)=O)CC1=CC=CC=C1)=O)C(=O)NCC(=O)O (N-{[6-Hydroxy-1-{[3-(methyloxy)phenyl]methyl}-2,4-dioxo-3-(phenylmethyl)-1,2,3,4-tetrahydro-5-pyrimidinyl]carbonyl}glycine). Isolated yield 10.7%. RXN SMILES: [OH:1][C:2]1[NH:7][C:6](=[O:8])[N:5]([CH2:9][C:10]2[CH:15]=[CH:14][CH:13]=[CH:12][CH:11]=2)[C:4](=[O:16])[C:3]=1[C:17]([NH:19][CH2:20][C:21]([O:23]CC)=[O:22])=[O:18].[CH3:26][O:27][C:28]1[CH:29]=[C:30]([CH:33]=[CH:34][CH:35]=1)[CH2:31]Br.C(=O)([O-])[O-].[Na+].[Na+].Cl>CN(C)C=O>[OH:1][C:2]1[N:7]([CH2:31][C:30]2[CH:33]=[CH:34][CH:35]=[C:28]([O:27][CH3:26])[CH:29]=2)[C:6](=[O:8])[N:5]([CH2:9][C:10]2[CH:15]=[CH:14][CH:13]=[CH:12][CH:11]=2)[C:4](=[O:16])[C:3]=1[C:17]([NH:19][CH2:20][C:21]([OH:23])=[O:22])=[O:18] |f:2.3.4|. Procedure: A mixture of ethyl N-{[6-hydroxy-2,4-dioxo-3-(phenylmethyl)-1,2,3,4-tetrahydro-5-pyrimidinyl]carbonyl}glycinate (example 11a, 369 mg, 1.06 mmoles), 3-methoxybenzyl bromide (163 uL, 1.17 mmoles) and sodium carbonate (330 mg, 3.1 mmoles) in dimethylformamide (6.0 mL) was stirred under argon at 100° C. for 2.5 hours. The mixture was cooled, poured into 1 molar hydrochloric acid and extracted with ethyl acetate (×2). The ester was hydrolysed by stirring in a mixture of ethanol (3 mL) and 1 molar sod...